The task is: describe an organic reaction: reactants, conditions, products, and yield. This data is from the Open Reaction Database (ORD), a public repository of structured organic reaction records. Starting materials: Cc1nc(Br)c(C(=O)O)[nH]1, ClCCCl, C1CCOC1, CCN(C(C)C)C(C)C, Cc1cc(C#N)cc(Oc2c(Cl)ccc(CN)c2F)c1. Yields the product Cc1cc(C#N)cc(Oc2c(Cl)ccc(CNC(=O)c3[nH]c(C)nc3Br)c2F)c1. Reaction SMILES: [Br:21][c:22]1[n:23][c:24]([CH3:30])[nH:25][c:26]1[C:27](=[O:28])[OH:29].[CH2:40]([Cl:41])[CH2:42][Cl:43].[CH2:44]1[O:45][CH2:46][CH2:47][CH2:48]1.[CH:31]([N:32]([CH2:33][CH3:34])[CH:35]([CH3:36])[CH3:37])([CH3:38])[CH3:39].[NH2:1][CH2:2][c:3]1[c:4]([F:20])[c:5]([O:10][c:11]2[cH:12][c:13]([C:14]#[N:15])[cH:16][c:17]([CH3:19])[cH:18]2)[c:6]([Cl:9])[cH:7][cH:8]1>>[NH:1]([CH2:2][c:3]1[c:4]([F:20])[c:5]([O:10][c:11]2[cH:12][c:13]([C:14]#[N:15])[cH:16][c:17]([CH3:19])[cH:18]2)[c:6]([Cl:9])[cH:7][cH:8]1)[C:27]([c:26]1[c:22]([Br:21])[n:23][c:24]([CH3:30])[nH:25]1)=[O:28].